This data is from the Open Reaction Database (ORD), a public repository of structured organic reaction records. The task is: describe an organic reaction: reactants, conditions, products, and yield Starting materials: C1NCC2=CC=CC=C12 (isoindoline), ClC1=CC(=C(C=C1)N=C=O)C (4-chloro-2-methylphenyl isocyanate). Run in O1CCOCC1 (1,4-dioxane). Conditions: time 8 hour. Yields the product ClC1=CC(=C(C=C1)NC(=O)N1CC2=CC=CC=C2C1)C (N-(4-chloro-2-methylphenyl)isoindoline-2-carboxamide). The yield is 94.2%. RXN SMILES: [CH2:1]1[C:9]2[C:4](=[CH:5][CH:6]=[CH:7][CH:8]=2)[CH2:3][NH:2]1.[Cl:10][C:11]1[CH:16]=[CH:15][C:14]([N:17]=[C:18]=[O:19])=[C:13]([CH3:20])[CH:12]=1>O1CCOCC1>[Cl:10][C:11]1[CH:16]=[CH:15][C:14]([NH:17][C:18]([N:2]2[CH2:3][C:4]3[C:9](=[CH:8][CH:7]=[CH:6][CH:5]=3)[CH2:1]2)=[O:19])=[C:13]([CH3:20])[CH:12]=1. Reported procedure: To a solution of isoindoline (238 mg, 2.0 mmol) in dry 1,4-dioxane (10 mL) was added 4-chloro-2-methylphenyl isocyanate (335 mg, 2.0 mmol) under argon at room temperature. The reaction mixture was then stirred at RT overnight. The solvent was evaporated under reduced pressure, and the residue was purified by recrystallization from ethanol to give the title compound (540 mg, 94%) as a white solid. 1H NMR (500 MHz, DMSO-d6): δ 2.24 (s, 2H), 4.76 (s, 4H), 7.20 (dd, J=2.5, 8.5 Hz, 1H), 7.27 (d, J=2.... The reactants are Cl.CCOCC (HCl ether), ClC1=CC2=C(NC3=C2CNCC3)N=C1 (3-Chloro-6,7,8,9-tetrahydro-5H-dipyrido[2,3-b;3′,4′-d]pyrrole), CCN(C(C)C)C(C)C (DIEA), ClC1=C(C(=O)Cl)C=CC=C1 (2-Chlorobenzoyl chloride). Solvent: C1CCOC1 (THF). Reaction conditions: time 1 hour. Product: Cl.ClC1=C(C=CC=C1)C(=O)N1CC=2C3=C(NC2CC1)N=CC(=C3)Cl ((2-Chloro-phenyl)-(3-chloro-5,7,8,9-tetrahydro-dipyrido[2,3-b;3′,4′-d]pyrrol-6-yl)-methanone.Hydrochloride Salt). The yield is 102.4%. Reaction SMILES: [Cl:1][C:2]1[CH:14]=[N:13][C:5]2[NH:6][C:7]3[CH2:12][CH2:11][NH:10][CH2:9][C:8]=3[C:4]=2[CH:3]=1.CCN(C(C)C)C(C)C.[Cl:24][C:25]1[CH:33]=[CH:32][CH:31]=[CH:30][C:26]=1[C:27](Cl)=[O:28].Cl.CCOCC>C1COCC1>[ClH:1].[Cl:24][C:25]1[CH:33]=[CH:32][CH:31]=[CH:30][C:26]=1[C:27]([N:10]1[CH2:11][CH2:12][C:7]2[NH:6][C:5]3[N:13]=[CH:14][C:2]([Cl:1])=[CH:3][C:4]=3[C:8]=2[CH2:9]1)=[O:28] |f:3.4,6.7|. Reported procedure: 3-Chloro-6,7,8,9-tetrahydro-5H-dipyrido[2,3-b;3′,4′-d]pyrrole (50 mg, 0.24 mmol) and DIEA (0.05 mL, 0.29 mmol) were dissolved in THF (2.00 ml). 2-Chlorobenzoyl chloride (0.04 mL, 0.29 mmol) was added dropwise, and the reaction mixture was stirred at room temperature for 1 h. The crude reaction mixture was concentrated, and converted to the HCl salt by dissolving the crude material in MeOH (2 ml) and adding 1 M HCl/ether (2 equiv). The resulting solution was refrigerated overnight. The resulting ... The reactants are S1CCSC(=C1)C(C(=O)O)=NOC (2-(2,3-Dihydro-1,4-dithiin-5-yl)-2-methoxyiminoacetic acid), NC1[C@@H]2N(C(=C(CS2)C)C(=O)O)C1=O (7-amino-3-methyl-3-cephem-4-carboxylic acid). The product is S1CCSC(=C1)C(C(=O)NC1[C@@H]2N(C(=C(CS2)C)C(=O)O)C1=O)=NOC (7-[2-(2,3-Dihydro-1,4-dithiin-5-yl)-2-methoxyiminoacetamido]-3-methyl-3-cephem-4-carboxylic acid). Reaction SMILES: [S:1]1[CH:6]=[C:5]([C:7](=[N:11][O:12][CH3:13])[C:8]([OH:10])=O)[S:4][CH2:3][CH2:2]1.[NH2:14][CH:15]1[C:26](=[O:27])[N:17]2[C:18]([C:23]([OH:25])=[O:24])=[C:19]([CH3:22])[CH2:20][S:21][C@H:16]12>>[S:1]1[CH:6]=[C:5]([C:7](=[N:11][O:12][CH3:13])[C:8]([NH:14][CH:15]2[C:26](=[O:27])[N:17]3[C:18]([C:23]([OH:25])=[O:24])=[C:19]([CH3:22])[CH2:20][S:21][C@H:16]23)=[O:10])[S:4][CH2:3][CH2:2]1. Procedure details: 2-(2,3-Dihydro-1,4-dithiin-5-yl)-2-methoxyiminoacetic acid (syn isomer, 1.15 g.) was allowed to react with 7-amino-3-methyl-3-cephem-4-carboxylic acid (1.07 g.) in a similar manner to that of Example 1 to give the captioned compound (0.8 g.), pale yellow powder. Starting materials: O=C([O-])[O-], CC(=O)[O-], CC(=O)[O-], C1COCCN1, Cc1ccccc1, COC(=O)c1cc(Br)c(F)cc1OC, [Cs+], [Cs+], [Pd+2]. Product: COC(=O)c1cc(N2CCOCC2)c(F)cc1OC. Reaction SMILES: [C:1](=[O:2])([O-:3])[O-:4].[C:34]([O-:35])(=[O:36])[CH3:37].[C:39]([O-:40])(=[O:41])[CH3:42].[CH2:21]1[CH2:22][O:23][CH2:24][CH2:25][NH:26]1.[CH3:27][c:28]1[cH:29][cH:30][cH:31][cH:32][cH:33]1.[CH3:7][O:8][C:9]([c:10]1[c:11]([O:18][CH3:19])[cH:12][c:13]([F:17])[c:14]([Br:16])[cH:15]1)=[O:20].[Cs+:5].[Cs+:6].[Pd+2:38]>>[CH3:7][O:8][C:9]([c:10]1[c:11]([O:18][CH3:19])[cH:12][c:13]([F:17])[c:14]([N:26]2[CH2:21][CH2:22][O:23][CH2:24][CH2:25]2)[cH:15]1)=[O:20].